From a dataset of the Open Reaction Database (ORD), a public repository of structured organic reaction records. describe an organic reaction: reactants, conditions, products, and yield The reactants are O=C(OOC(=O)c1ccccc1)c1ccccc1, Cc1ccc2ncoc2c1, ClC(Cl)(Cl)Cl, O=C1CCC(=O)N1Br. The product is BrCc1ccc2ncoc2c1. Reaction SMILES: [C:19]([O:20][O:21][C:22](=[O:23])[c:24]1[cH:25][cH:26][cH:27][cH:28][cH:29]1)(=[O:30])[c:31]1[cH:32][cH:33][cH:34][cH:35][cH:36]1.[CH3:1][c:2]1[cH:3][c:4]2[c:5]([n:6][cH:7][o:8]2)[cH:9][cH:10]1.[Cl:37][C:38]([Cl:39])([Cl:40])[Cl:41].[O:11]=[C:12]1[N:13]([Br:18])[C:14](=[O:15])[CH2:16][CH2:17]1>>[CH2:1]([c:2]1[cH:3][c:4]2[c:5]([n:6][cH:7][o:8]2)[cH:9][cH:10]1)[Br:18]. The reactants are CN1C(N(C(C=C1C(F)(F)F)=O)C=1C=CC2=C(C(=NS2)CC#N)C1)=O (5-[3,6-dihydro-3-methyl-2,6-dioxo-4-(trifluoromethyl)-1(2H)-pyrimidinyl]-1,2-benzisothiazole-3-acetonitrile), C(C)O (ethanol), O (water), S(O)(O)(=O)=O (sulfuric acid), ice water. Run in C(Cl)Cl (methylene chloride), C(C)(=O)OCC (ethyl acetate). Product: CN1C(N(C(C=C1C(F)(F)F)=O)C=1C=CC2=C(C(=NS2)CC(=O)OCC)C1)=O (Ethyl 5-[3,6-dihydro-3-methyl-2,6-dioxo-4-(trifluoromethyl)-1(2H)-pyrimidinyl]-1,2-benzisothiazole-3-acetate). Reaction SMILES: [CH3:1][N:2]1[C:7]([C:8]([F:11])([F:10])[F:9])=[CH:6][C:5](=[O:12])[N:4]([C:13]2[CH:14]=[CH:15][C:16]3[S:20][N:19]=[C:18]([CH2:21][C:22]#N)[C:17]=3[CH:24]=2)[C:3]1=[O:25].[CH2:26]([OH:28])[CH3:27].O.S(=O)(=O)(O)[OH:31]>C(Cl)Cl.C(OCC)(=O)C>[CH3:1][N:2]1[C:7]([C:8]([F:9])([F:11])[F:10])=[CH:6][C:5](=[O:12])[N:4]([C:13]2[CH:14]=[CH:15][C:16]3[S:20][N:19]=[C:18]([CH2:21][C:22]([O:28][CH2:26][CH3:27])=[O:31])[C:17]=3[CH:24]=2)[C:3]1=[O:25]. Procedure details: A mixture of 5-[3,6-dihydro-3-methyl-2,6-dioxo-4-(trifluoromethyl)-1(2H)-pyrimidinyl]-1,2-benzisothiazole-3-acetonitrile (1.00 g), ethanol (20.0 mL) and water (1.00 mL) is treated with concentrated sulfuric acid (10.0 mL), refluxed for 15 minutes, and poured into an ice-water mixture. The resultant aqueous mixture is extracted with methylene chloride. The combined organic extracts are washed sequentially with water, saturated sodium hydrogen carbonate solution and water, dried over anhydrous sod... Starting materials: C(C)(C)(C)NS(=O)(=O)C=1C=NN2C1N=CC(=C2NC2=C(C=CC(=C2)Cl)F)C(=O)OCC (Ethyl 3-(N-tert-butylsulfamoyl)-7-(5-chloro-2-fluorophenylamino)pyrazolo[1,5-a]pyrimidine-6-carboxylate), FC1=CC=C(C=C1)C1CCNCC1 (4-(4-fluorophenyl)piperidine). Yields the product C(C)(C)(C)NS(=O)(=O)C=1C=NN2C1N=CC(=C2NC2=C(C=CC(=C2)Cl)F)C(=O)N2CCC(CC2)C2=CC=C(C=C2)F (N-tert-butyl-7-(5-chloro-2-fluorophenylamino)-6-[4-(4-fluorophenyl)piperidine-1-carbonyl]pyrazolo[1,5-a]pyrimidine-3-sulfonamide). Yield: 39.4%. Reaction SMILES: [C:1]([NH:5][S:6]([C:9]1[CH:10]=[N:11][N:12]2[C:17]([NH:18][C:19]3[CH:24]=[C:23]([Cl:25])[CH:22]=[CH:21][C:20]=3[F:26])=[C:16]([C:27](OCC)=[O:28])[CH:15]=[N:14][C:13]=12)(=[O:8])=[O:7])([CH3:4])([CH3:3])[CH3:2].[F:32][C:33]1[CH:38]=[CH:37][C:36]([CH:39]2[CH2:44][CH2:43][NH:42][CH2:41][CH2:40]2)=[CH:35][CH:34]=1>>[C:1]([NH:5][S:6]([C:9]1[CH:10]=[N:11][N:12]2[C:17]([NH:18][C:19]3[CH:24]=[C:23]([Cl:25])[CH:22]=[CH:21][C:20]=3[F:26])=[C:16]([C:27]([N:42]3[CH2:43][CH2:44][CH:39]([C:36]4[CH:35]=[CH:34][C:33]([F:32])=[CH:38][CH:37]=4)[CH2:40][CH2:41]3)=[O:28])[CH:15]=[N:14][C:13]=12)(=[O:8])=[O:7])([CH3:3])([CH3:2])[CH3:4]. Reported procedure: Using ethyl 3-(N-tert-butylsulfamoyl)-7-(5-chloro-2-fluorophenylamino)pyrazolo[1,5-a]pyrimidine-6-carboxylate (1.82 g, 3.87 mmol) obtained in step 3 and 4-(4-fluorophenyl)piperidine (0.88 g, 4.89 mmol) instead of 4-phenylpiperidine, and in the same manner as in Example 1 step 4, the title compound (0.92 g, 47%) was obtained. The reactants are O.O.Cl[Sn]Cl (SnCl2.2H2O), ClC=1C(=CC=2C(C=3N(C2C1)CCCN3)=O)[N+](=O)[O-] (7-chloro-8-nitro-3,4-dihydropyrimido[1,2-a]indol-10(2H)-one), CN(C)C=O (DMF). Solvent: CCOC(=O)C (EtOAc). Reaction conditions: time 0.5 hour. The product is NC1=CC=2C(C=3N(C2C=C1Cl)CCCN3)=O (8-Amino-7-chloro-3,4-dihydropyrimido[1,2-a]indol-10(2H)-one). Yield: 16.3%. Reaction SMILES: [Cl:1][C:2]1[C:3]([N+:16]([O-])=O)=[CH:4][C:5]2[C:6](=[O:15])[C:7]3[N:8]([CH2:11][CH2:12][CH2:13][N:14]=3)[C:9]=2[CH:10]=1.O.O.Cl[Sn]Cl.CN(C=O)C>CCOC(C)=O>[NH2:16][C:3]1[C:2]([Cl:1])=[CH:10][C:9]2[N:8]3[CH2:11][CH2:12][CH2:13][N:14]=[C:7]3[C:6](=[O:15])[C:5]=2[CH:4]=1 |f:1.2.3|. Procedure: To a suspension of finely ground 7-chloro-8-nitro-3,4-dihydropyrimido[1,2-a]indol-10(2H)-one (0.200 g, 0.753 mmol ) in EtOAc (10 mL) was added SnCl2.2H2O and the mixture was heated at reflux for 1.75 hr after which DMF (2 mL) was added and the reaction proceeded quickly. The reaction was cooled to room temperature and quenched with sat. aq. NaHCO3 (25 mL ). EtOAc (25 mL ) was added and the mixture was stirred for 0.5 hr then filtered. The biphasic layers were separated and the aqueous layer was ... Reactants: CC(C(=O)[O-])n1nc(Br)n(Cc2ccccc2F)c1=O, CO, [Li+], [OH-]. Product: O=C(O)Cn1nc(Br)n(Cc2ccccc2F)c1=O. Reaction SMILES: [CH3:1][CH:2]([C:3](=[O:4])[O-:5])[n:6]1[n:7][c:8]([Br:20])[n:9]([CH2:12][c:13]2[c:14]([F:19])[cH:15][cH:16][cH:17][cH:18]2)[c:10]1=[O:11].[CH3:23][OH:24].[Li+:21].[OH-:22]>>[CH2:2]([C:3](=[O:4])[OH:5])[n:6]1[n:7][c:8]([Br:20])[n:9]([CH2:12][c:13]2[c:14]([F:19])[cH:15][cH:16][cH:17][cH:18]2)[c:10]1=[O:11]. Starting materials: ClCCl, O=[N+]([O-])c1ccc(CO)cc1[N+](=O)[O-], O=[Cr](=O)([O-])Cl, c1cc[nH+]cc1. The product is O=Cc1ccc([N+](=O)[O-])c([N+](=O)[O-])c1. Reaction SMILES: [CH2:26]([Cl:27])[Cl:28].[N+:1](=[O:2])([O-:3])[c:4]1[cH:5][c:6]([CH2:13][OH:14])[cH:7][cH:8][c:9]1[N+:10](=[O:11])[O-:12].[O:15]=[Cr:16]([Cl:17])([O-:18])=[O:19].[nH+:20]1[cH:21][cH:22][cH:23][cH:24][cH:25]1>>[N+:1](=[O:2])([O-:3])[c:4]1[cH:5][c:6]([CH:13]=[O:14])[cH:7][cH:8][c:9]1[N+:10](=[O:11])[O-:12].